The task is: describe an organic reaction: reactants, conditions, products, and yield. This data is from the Open Reaction Database (ORD), a public repository of structured organic reaction records. Run at temperature 40 celsius, time 12 hour. As a reaction SMILES: S1(CCCC1)(=O)=O.[F:8][C@@H:9]1[CH2:13][NH:12][CH2:11][C@H:10]1[NH:14][C:15](=[O:22])[CH2:16][CH2:17]S(C)(=O)=O.F[C:24]1[N:32]=[C:31]2[C:27]([N:28]=[CH:29][N:30]2[CH3:33])=[C:26]([NH:34][C:35]2[C:36]([O:41][CH3:42])=[N:37][N:38]([CH3:40])[CH:39]=2)[N:25]=1.C(N(CC)C(C)C)(C)C.[OH-].[K+]>O>[F:8][C@@H:9]1[CH2:13][N:12]([C:24]2[N:32]=[C:31]3[C:27]([N:28]=[CH:29][N:30]3[CH3:33])=[C:26]([NH:34][C:35]3[C:36]([O:41][CH3:42])=[N:37][N:38]([CH3:40])[CH:39]=3)[N:25]=2)[CH2:11][C@H:10]1[NH:14][C:15](=[O:22])[CH:16]=[CH2:17] |f:4.5|. Starting materials: [OH-].[K+] (potassium hydroxide), S1(=O)(=O)CCCC1 (sulfolane), F[C@H]1[C@@H](CNC1)NC(CCS(=O)(=O)C)=O (N-((3R,4R)-4-fluoropyrrolidin-3-yl)-3-(methylsulfonyl)propanamide), FC1=NC(=C2N=CN(C2=N1)C)NC=1C(=NN(C1)C)OC (2-fluoro-N-(3-methoxy-1-methyl-1H-pyrazol-4-yl)-9-methyl-9H-purin-6-amine), C(C)(C)N(C(C)C)CC (N,N-diisopropylethylamine). Isolated yield 58.9%. Yields the product F[C@H]1[C@@H](CN(C1)C1=NC(=C2N=CN(C2=N1)C)NC=1C(=NN(C1)C)OC)NC(C=C)=O (N-((3R,4R)-4-fluoro-1-(6-((3-methoxy-1-methyl-1H-pyrazol-4-yl)amino)-9-methyl-9H-purin-2-yl)pyrrolidin-3-yl)acrylamide). Procedure: To a 200 L Hastelloy reactor heated to 40° C. was added sulfolane (22.4 L) and N-((3R,4R)-4-fluoropyrrolidin-3-yl)-3-(methylsulfonyl)propanamide (4.03 kg, 16.9 mol, 1.05 eq) and stirred the resulting mixture until all solids were dissolved. To this solution was added 2-fluoro-N-(3-methoxy-1-methyl-1H-pyrazol-4-yl)-9-methyl-9H-purin-6-amine (4.47 kg, 16.1 mol, 1.00 eq) and N,N-diisopropylethylamine (8.50 L, 48.7 mol, 3.0 eq) and the mixture heated at 115° C. for 16 hr. The reaction mixture was co... Run in O (water), O (water). Reactants: BrC(Br)(Br)Br, ClCCl, Cc1cnc(NCC(F)(F)c2ccccc2)c(=O)n1CCCO, c1ccc(P(c2ccccc2)c2ccccc2)cc1. Yields the product Cc1cnc(NCC(F)(F)c2ccccc2)c(=O)n1CCCBr. RXN SMILES: [C:24]([Br:25])([Br:26])([Br:27])[Br:28].[Cl:48][CH2:49][Cl:50].[F:1][C:2]([CH2:3][NH:4][c:5]1[c:6](=[O:16])[n:7]([CH2:12][CH2:13][CH2:14][OH:15])[c:8]([CH3:11])[cH:9][n:10]1)([c:17]1[cH:18][cH:19][cH:20][cH:21][cH:22]1)[F:23].[c:29]1([P:30]([c:31]2[cH:32][cH:33][cH:34][cH:35][cH:36]2)[c:37]2[cH:38][cH:39][cH:40][cH:41][cH:42]2)[cH:43][cH:44][cH:45][cH:46][cH:47]1>>[F:1][C:2]([CH2:3][NH:4][c:5]1[c:6](=[O:16])[n:7]([CH2:12][CH2:13][CH2:14][Br:25])[c:8]([CH3:11])[cH:9][n:10]1)([c:17]1[cH:18][cH:19][cH:20][cH:21][cH:22]1)[F:23]. Starting materials: ClC1=NC=2CCN(C(C2C=C1)=O)CC1=CC=C(C=C1)OC (2-chloro-6-(4-methoxybenzyl)-7,8-dihydro-1,6-naphthyridin-5(6H)-one), C(=C)[B-](F)(F)F.[K+] (potassium vinyltrifluoroborate), C(=O)([O-])[O-].[Cs+].[Cs+] (Cs2CO3). Reagents/catalysts: C=1C=CC(=CC1)[P](C=2C=CC=CC2)(C=3C=CC=CC3)[Pd]([P](C=4C=CC=CC4)(C=5C=CC=CC5)C=6C=CC=CC6)([P](C=7C=CC=CC7)(C=8C=CC=CC8)C=9C=CC=CC9)[P](C=1C=CC=CC1)(C=1C=CC=CC1)C=1C=CC=CC1 (Pd(PPh3)4). Run in CCO (EtOH). Run at temperature 150 celsius. Yields the product COC1=CC=C(CN2C(C=3C=CC(=NC3CC2)C=C)=O)C=C1 (6-(4-methoxybenzyl)-2-vinyl-7,8-dihydro-1,6-naphthyridin-5(6H)-one). RXN SMILES: Cl[C:2]1[CH:11]=[CH:10][C:9]2[C:8](=[O:12])[N:7]([CH2:13][C:14]3[CH:19]=[CH:18][C:17]([O:20][CH3:21])=[CH:16][CH:15]=3)[CH2:6][CH2:5][C:4]=2[N:3]=1.[CH:22]([B-](F)(F)F)=[CH2:23].[K+].C([O-])([O-])=O.[Cs+].[Cs+]>CCO.C1C=CC([P]([Pd]([P](C2C=CC=CC=2)(C2C=CC=CC=2)C2C=CC=CC=2)([P](C2C=CC=CC=2)(C2C=CC=CC=2)C2C=CC=CC=2)[P](C2C=CC=CC=2)(C2C=CC=CC=2)C2C=CC=CC=2)(C2C=CC=CC=2)C2C=CC=CC=2)=CC=1>[CH3:21][O:20][C:17]1[CH:18]=[CH:19][C:14]([CH2:13][N:7]2[CH2:6][CH2:5][C:4]3[N:3]=[C:2]([CH:22]=[CH2:23])[CH:11]=[CH:10][C:9]=3[C:8]2=[O:12])=[CH:15][CH:16]=1 |f:1.2,3.4.5,^1:41,43,62,81|. Reported procedure: 2-chloro-6-(4-methoxybenzyl)-7,8-dihydro-1,6-naphthyridin-5(6H)-one, (1.5 g, 4.97 mmol) was dissolved in EtOH with potassium vinyltrifluoroborate (865 mg, 6.46 mmol), Cs2CO3 (2.42 g, 7.46 mmol) and Pd(PPh3)4 (115 mg, 0.01 mmol). The reaction was heated in a microwave synthesizer at 150° C. for 1 h. It was then concentrated and purified over silica gel (EtOAc/hexanes) to give after solvent removal and drying in vacuo the compound as an off-white solid (1.1 g, 76%). LC-MS (M+H)=295.2. The reactants are BrC1=C2C=CC=NC2=C(C(=C1)C(=O)O)O (5-bromo-8-hydroxyquinoline-7-carboxylic acid), NC=1SC(=C(N1)O)C1=CC=C(C=C1)Cl (2-amino-5-(4-chlorophenyl)-4-hydroxy-1,3-thiazole), P(Cl)(Cl)Cl (PCl3). Run in O (water), xylenes. Conditions: time 8 hour. Product: BrC1=C2C=CC=NC2=C(C(=C1)C(=O)NC=1SC(C(N1)=O)C1=CC=C(C=C1)Cl)O (5-Bromo-N-[5-(4-chlorophenyl)-4,5-dihydro-4-oxo-2-thiazolyl]-8-hydroxy-7-quinolinecarboxamide). Isolated yield 11.5%. Reaction SMILES: [Br:1][C:2]1[CH:11]=[C:10]([C:12]([OH:14])=O)[C:9]([OH:15])=[C:8]2[C:3]=1[CH:4]=[CH:5][CH:6]=[N:7]2.[NH2:16][C:17]1[S:18][C:19]([C:23]2[CH:28]=[CH:27][C:26]([Cl:29])=[CH:25][CH:24]=2)=[C:20]([OH:22])[N:21]=1.P(Cl)(Cl)Cl>O>[Br:1][C:2]1[CH:11]=[C:10]([C:12]([NH:16][C:17]2[S:18][CH:19]([C:23]3[CH:24]=[CH:25][C:26]([Cl:29])=[CH:27][CH:28]=3)[C:20](=[O:22])[N:21]=2)=[O:14])[C:9]([OH:15])=[C:8]2[C:3]=1[CH:4]=[CH:5][CH:6]=[N:7]2. Procedure details: A solution of 5-bromo-8-hydroxyquinoline-7-carboxylic acid (0.268 g) of Preparation 2 and 2-amino-5-(4-chlorophenyl)-4-hydroxy-1,3-thiazole (0.227 g) in 50 mL xylenes is heated to reflux. To this is added dropwise PCl3 (0.069 g). Refluxing is continued overnight. The reaction is then cooled and water is added to destroy excess PCl3. The resulting solid is collected, washed with water and dried. The crude product is recrystallized from HOAc to yield 0.055 g of the title product as an orange solid...